This data is from the Open Reaction Database (ORD), a public repository of structured organic reaction records. The task is: describe an organic reaction: reactants, conditions, products, and yield Starting materials: CO, O=C(CNC(=O)c1cccc(C(F)(F)F)c1)NC1CCN(C2CCN(C(=O)OCc3ccccc3)CC2)C1, [H][H], [Pd]. The product is O=C(CNC(=O)c1cccc(C(F)(F)F)c1)NC1CCN(C2CCNCC2)C1. Reaction SMILES: [CH3:41][OH:42].[F:1][C:2]([c:3]1[cH:4][c:5]([C:6](=[O:7])[NH:8][CH2:9][C:10](=[O:11])[NH:12][CH:13]2[CH2:14][N:15]([CH:18]3[CH2:19][CH2:20][N:21]([C:24]([O:25][CH2:26][c:27]4[cH:28][cH:29][cH:30][cH:31][cH:32]4)=[O:33])[CH2:22][CH2:23]3)[CH2:16][CH2:17]2)[cH:34][cH:35][cH:36]1)([F:37])[F:38].[H:39][H:40].[Pd:43]>>[F:1][C:2]([c:3]1[cH:4][c:5]([C:6](=[O:7])[NH:8][CH2:9][C:10](=[O:11])[NH:12][CH:13]2[CH2:14][N:15]([CH:18]3[CH2:19][CH2:20][NH:21][CH2:22][CH2:23]3)[CH2:16][CH2:17]2)[cH:34][cH:35][cH:36]1)([F:37])[F:38].